describe an organic reaction: reactants, conditions, products, and yield From a dataset of the Open Reaction Database (ORD), a public repository of structured organic reaction records. Starting materials: C#CC (Propyne), N(=[N+]=[N-])CC(=O)O (Azidoacetic acid), mercuric acetate, B(F)(F)F.CCOCC (boron trifluoride etherate). Solvent: C(Cl)Cl (methylene chloride). Product: N(=[N+]=[N-])CC(=O)OC(=C)C (isopropenyl azidoacetate). RXN SMILES: [N:1]([CH2:4][C:5]([OH:7])=[O:6])=[N+:2]=[N-:3].B(F)(F)F.CCOCC.[CH:17]#[C:18][CH3:19]>C(Cl)Cl>[N:1]([CH2:4][C:5]([O:7][C:18]([CH3:19])=[CH2:17])=[O:6])=[N+:2]=[N-:3] |f:1.2|. Procedure details: Azidoacetic acid (5.35 g, 0.05 mole) and mercuric acetate (1.82 g, 5.7 mMoles) are added to 50 ml of methylene chloride containing 0.1 ml of boron trifluoride etherate. Propyne, which had been passed through Linde Co. Molecular Sieves 4A, is bubbled slowly through the mixture for 3 hours. Sodium bicarbonate (0.5 g) is added and the mixture is filtered through a short Florisil column. The eluent is concentrated in vacuo and the residue obtained is purified by vacuum distillation to give isopropen... Starting materials: CC(C)(C)OC(=O)NC1CCN(CC2CCNCC2)CC1, ClCCl, C[Si](C)(C)N=C=O. The product is CC(C)(C)OC(=O)NC1CCN(CC2CCN(C(N)=O)CC2)CC1. Reaction SMILES: [C:1]([CH3:2])([CH3:3])([CH3:4])[O:5][C:6](=[O:7])[NH:8][CH:9]1[CH2:10][CH2:11][N:12]([CH2:15][CH:16]2[CH2:17][CH2:18][NH:19][CH2:20][CH2:21]2)[CH2:13][CH2:14]1.[CH2:29]([Cl:30])[Cl:31].[CH3:22][Si:23]([CH3:24])([CH3:25])[N:26]=[C:27]=[O:28]>>[C:1]([CH3:2])([CH3:3])([CH3:4])[O:5][C:6](=[O:7])[NH:8][CH:9]1[CH2:10][CH2:11][N:12]([CH2:15][CH:16]2[CH2:17][CH2:18][N:19]([C:27]([NH2:26])=[O:28])[CH2:20][CH2:21]2)[CH2:13][CH2:14]1.